This data is from the Open Reaction Database (ORD), a public repository of structured organic reaction records. The task is: describe an organic reaction: reactants, conditions, products, and yield Reactants: C=O (formaldehyde), C(C)(=O)OCC (ethyl acetate), COC1=CC=C(CS[C@@H]2CNCC2)C=C1 ((3S)-3-(4-methoxybenzylthio)pyrrolidine), C(C)(=O)O (acetic acid). Run in O (water), C(C)#N (acetonitrile). Run at time 15 minute. Product: COC1=CC=C(CS[C@@H]2CN(CC2)C)C=C1 ((3S)-3-(4-Methoxybenzylthio)-1-methylpyrrolidine). RXN SMILES: [CH3:1][O:2][C:3]1[CH:15]=[CH:14][C:6]([CH2:7][S:8][C@H:9]2[CH2:13][CH2:12][NH:11][CH2:10]2)=[CH:5][CH:4]=1.C=O.[C:18](O)(=O)C.C(OCC)(=O)C>C(#N)C.O>[CH3:1][O:2][C:3]1[CH:4]=[CH:5][C:6]([CH2:7][S:8][C@H:9]2[CH2:13][CH2:12][N:11]([CH3:18])[CH2:10]2)=[CH:14][CH:15]=1. Reported procedure: 750 mg of (3S)-3-(4-methoxybenzylthio)pyrrolidine [which had been prepared by neutralization of 900 mg of (3S)-3-(4-methoxybenzylthio)pyrrolidine hydrochloride, prepared as described in step (3) above, with sodium bicarbonate] were dissolved in 15 ml of dry acetonitrile, and 1.44 ml of a 35% by volume solution of formaldehyde in water was added to the solution. The reaction mixture was then stirred for 15 minutes, after which it was neutralized by the addition of acetic acid; it was then again s... Starting materials: FC1=CC=C(C=C1)[C@@H](C)NC(=O)C1(CCC(CC1)O[Si](C)(C)C(C)(C)C)O (4-(tert-Butyl-dimethyl-silanyloxy)-1-hydroxy-cyclohexanecarboxylic acid [(R)-1-(4-fluoro-phenyl)-ethyl]-amide), FC1=CC=C(C=C1)[C@@H](C)NC(=O)C1(CCC(CC1)O[Si](C)(C)C(C)(C)C)O (4-(tert-Butyl-dimethyl-silanyloxy)-1-hydroxy-cyclohexanecarboxylic acid [(R)-1-(4-fluoro-phenyl)-ethyl]-amide), CCCC[N+](CCCC)(CCCC)CCCC.[F-] (TBAF). Run in C1CCOC1 (THF). The product is FC1=CC=C(C=C1)[C@@H](C)NC(=O)C1(CCC(CC1)O)O (1,4-dihydroxy-cyclohexanecarboxylic acid [(R)-1-(4-fluoro-phenyl)-ethyl]-amide). Isolated yield 26.5%. Reaction SMILES: [F:1][C:2]1[CH:7]=[CH:6][C:5]([C@H:8]([NH:10][C:11]([C:13]2([OH:27])[CH2:18][CH2:17][CH:16]([O:19][Si](C(C)(C)C)(C)C)[CH2:15][CH2:14]2)=[O:12])[CH3:9])=[CH:4][CH:3]=1.CCCC[N+](CCCC)(CCCC)CCCC.[F-]>C1COCC1>[F:1][C:2]1[CH:7]=[CH:6][C:5]([C@H:8]([NH:10][C:11]([C:13]2([OH:27])[CH2:18][CH2:17][CH:16]([OH:19])[CH2:15][CH2:14]2)=[O:12])[CH3:9])=[CH:4][CH:3]=1 |f:1.2|. Reported procedure: 4-(tert-Butyl-dimethyl-silanyloxy)-1-hydroxy-cyclohexanecarboxylic acid [(R)-1-(4-fluoro-phenyl)-ethyl]-amide (Intermediate 80, 700 mg) was treated with 1.0M TBAF in THF (3.0 ml) for 16 hours. The reaction was concentrated to reduce the volume of THF, then diluted with ethyl acetate. The organic layer was washed once with water followed by brine, then filtered and dried over sodium sulfate. The resulting residue was suspended in a minimum of dichloromethane and the resulting precipitate was isol...